This data is from the Open Reaction Database (ORD), a public repository of structured organic reaction records. The task is: describe an organic reaction: reactants, conditions, products, and yield The reactants are CC(C)C(=O)Cl, ClCCl, NCc1cncc(Cl)c1COC1CCCCO1. Product: CC(C)C(=O)NCc1cncc(Cl)c1COC1CCCCO1. Reaction SMILES: [C:21]([CH:22]([CH3:23])[CH3:24])(=[O:25])[Cl:26].[Cl:18][CH2:19][Cl:20].[Cl:1][c:2]1[c:3]([CH2:10][O:11][CH:12]2[O:13][CH2:14][CH2:15][CH2:16][CH2:17]2)[c:4]([CH2:8][NH2:9])[cH:5][n:6][cH:7]1>>[Cl:1][c:2]1[c:3]([CH2:10][O:11][CH:12]2[O:13][CH2:14][CH2:15][CH2:16][CH2:17]2)[c:4]([CH2:8][NH:9][C:21]([CH:22]([CH3:23])[CH3:24])=[O:25])[cH:5][n:6][cH:7]1. Reactants: O.NN (hydrazine hydrate), C(C1=CC=CC=C1)OC(=O)C1NC(SC12CCN(CC2)C2=CC=CC=C2)C(C(=O)OC(C)(C)C)N2C(C=1C(C2=O)=CC=CC1)=O (tert-butyl 4-benzyloxycarbonyl-8-phenyl-alpha-phthalimido-1-thia-3,8-diazaspiro[4.5]decane-2-acetate), O (water), Cl (hydrochloric acid). Run in CN(C=O)C (N,N-dimethylformamide), CN(C)C=O (N,N'-dimethylformamide). Reaction conditions: time 1 hour. Product: NC(C(=O)OC(C)(C)C)C1SC2(C(N1)C(=O)OCC1=CC=CC=C1)CCN(CC2)C2=CC=CC=C2 (tert-butyl alpha-amino-4-benzyloxycarbonyl-8-phenyl-1 -thia-3,8-diazaspiro[4.5]decane-2-acetate). Isolated yield 85.7%. RXN SMILES: [CH2:1]([O:8][C:9]([CH:11]1[C:15]2([CH2:20][CH2:19][N:18]([C:21]3[CH:26]=[CH:25][CH:24]=[CH:23][CH:22]=3)[CH2:17][CH2:16]2)[S:14][CH:13]([CH:27]([N:35]2C(=O)C3=CC=CC=C3C2=O)[C:28]([O:30][C:31]([CH3:34])([CH3:33])[CH3:32])=[O:29])[NH:12]1)=[O:10])[C:2]1[CH:7]=[CH:6][CH:5]=[CH:4][CH:3]=1.O.NN.Cl.O>CN(C=O)C>[NH2:35][CH:27]([CH:13]1[NH:12][CH:11]([C:9]([O:8][CH2:1][C:2]2[CH:3]=[CH:4][CH:5]=[CH:6][CH:7]=2)=[O:10])[C:15]2([CH2:20][CH2:19][N:18]([C:21]3[CH:26]=[CH:25][CH:24]=[CH:23][CH:22]=3)[CH2:17][CH2:16]2)[S:14]1)[C:28]([O:30][C:31]([CH3:33])([CH3:34])[CH3:32])=[O:29] |f:1.2|. Reported procedure: 18.6 g (0.03 mole) of tert-butyl 4-benzyloxycarbonyl-8-phenyl-alpha-phthalimido-1-thia-3,8-diazaspiro[4.5]decane-2-acetate (obtained in 3.3) are suspended in 50 ml of N,N'-dimethylformamide. A solution containing 2 g (0.04 mole) of hydrazine hydrate in 20 ml of N,N-dimethylformamide is added dropwise at 0° C. under an atmosphere of nitrogen. The reaction mixture is allowed to warm up to ambient temperature and stirred for 1 hour. The reaction mixture is then again cooled to 0° C. and slowly neut... The reactants are resultant solution, CSC=1C2=C(N=CN1)C=C(S2)CC(=O)C2=CC=CC=C2 (2-[4-(methylthio)thieno[3,2-d]pyrimidin-6-yl]-1-phenylethanone), [Li+].C[Si](C)(C)[N-][Si](C)(C)C (LHMDS), CC1=CC=2N=CN=C(C2S1)SC (6-Methyl-4-(methylthio)thieno[3,2-d]pyrimidine), intermediate 22, CON(C(C1=CC=CC=C1)=O)C (N-methoxy-N-methylbenzamide), N(=O)[O-].[Na+] (Sodium nitrite). Run in C(C)(=O)O (acetic acid), O (water), C1CCOC1 (THF), C1CCOC1 (THF). Conditions: temperature 0 celsius, time 10 minute. Yields the product CSC=1C2=C(N=CN1)C=C(S2)C(C(=O)C2=CC=CC=C2)=NO (1-[4-(Methylthio)thieno[3,2-d]pyrimidin-6-yl]-2-phenylethane-1,2-dione 1-oxime). Isolated yield 86.0%. RXN SMILES: CC1SC2C(SC)=NC=NC=2C=1.[Li+].C[Si]([N-][Si](C)(C)C)(C)C.C[O:24][N:25](C)C(=O)C1C=CC=CC=1.[CH3:35][S:36][C:37]1[C:38]2[S:45][C:44]([CH2:46][C:47]([C:49]3[CH:54]=[CH:53][CH:52]=[CH:51][CH:50]=3)=[O:48])=[CH:43][C:39]=2[N:40]=[CH:41][N:42]=1.N([O-])=O.[Na+]>C1COCC1.O.C(O)(=O)C>[CH3:35][S:36][C:37]1[C:38]2[S:45][C:44]([C:46](=[N:25][OH:24])[C:47]([C:49]3[CH:54]=[CH:53][CH:52]=[CH:51][CH:50]=3)=[O:48])=[CH:43][C:39]=2[N:40]=[CH:41][N:42]=1 |f:1.2,5.6|. Procedure: 6-Methyl-4-(methylthio)thieno[3,2-d]pyrimidine, (intermediate 22) (665 mg) was dissolved in THF (10 mL) and added slowly, over 15 minutes, to a stirred solution of LHMDS in THF (1M, 3.39 mL) at −78° C. After 10 minutes, N-methoxy-N-methylbenzamide (616 mg) was added and the reaction mixture warmed to 0° C. After 2 hours at 0° C. the resultant solution of 2-[4-(methylthio)thieno[3,2-d]pyrimidin-6-yl]-1-phenylethanone was acidified with acetic acid (10 mL), diluted with water (10 mL) and re-cooled... Starting materials: O=C1CCC(=O)N1Br, ClCC(Cl)(Cl)Cl, O=C(O)Cc1ccc(Cl)cc1. Yields the product O=C(O)C(Br)c1ccc(Cl)cc1. RXN SMILES: [Br:12][N:13]1[C:14](=[O:15])[CH2:16][CH2:17][C:18]1=[O:19].[Cl:20][CH2:21][C:22]([Cl:23])([Cl:24])[Cl:25].[OH:1][C:2](=[O:3])[CH2:4][c:5]1[cH:6][cH:7][c:8]([Cl:9])[cH:10][cH:11]1>>[OH:1][C:2](=[O:3])[CH:4]([c:5]1[cH:6][cH:7][c:8]([Cl:9])[cH:10][cH:11]1)[Br:12].